This data is from the Open Reaction Database (ORD), a public repository of structured organic reaction records. The task is: describe an organic reaction: reactants, conditions, products, and yield Reactants: S(=O)(Cl)Cl (Thionyl chloride), C1(CC1)C(O)(C1=CC=CC=C1)C1=CC=CC=C1 (cyclopropyldiphenylcarbinol). Procedure: Thionyl chloride (8.9 ml) is added slowly to cyclopropyldiphenylcarbinol (25 g) and the mixture is stirred until gas evolution ceases. Vacuum distillation affords 4-chloro-1,1-diphenylbutene. Conversion of the chloride to the cyanide is accomplished using the method of R. A. Smiley and C. Arnold, J. Org. Chem. 1960, 25, 257. The resulting nitrile (14.72 g) is reduced with Raney-Cobalt (4 g) in tetrahydrofuran (150 ml) and triethylamine (4 ml) at 15°-130° C. and 1450°-2100 PSIG. The olefinic moie... The product is ClCCC=C(C1=CC=CC=C1)C1=CC=CC=C1 (4-chloro-1,1-diphenylbutene). Reaction SMILES: S(Cl)([Cl:3])=O.[CH:5]1([C:8]([C:16]2[CH:21]=[CH:20][CH:19]=[CH:18][CH:17]=2)([C:10]2[CH:15]=[CH:14][CH:13]=[CH:12][CH:11]=2)O)[CH2:7][CH2:6]1>>[Cl:3][CH2:7][CH2:6][CH:5]=[C:8]([C:16]1[CH:21]=[CH:20][CH:19]=[CH:18][CH:17]=1)[C:10]1[CH:15]=[CH:14][CH:13]=[CH:12][CH:11]=1. Starting materials: O=C(O)C=CC(=O)O, CS(=O)(=O)O, COc1cc2c(c(Sc3ccccc3)c1OC)CCN(C)CC2, CSCCC(N)C(=O)O. The product is COc1c(O)cc2c(c1Sc1ccccc1)CCN(C)CC2. Reaction SMILES: [C:1]([OH:2])(=[O:3])[CH:4]=[CH:5][C:6]([OH:7])=[O:8].[CH3:41][S:42](=[O:43])(=[O:44])[OH:45].[CH3:9][O:10][c:11]1[c:12]([S:25][c:26]2[cH:27][cH:28][cH:29][cH:30][cH:31]2)[c:13]2[c:14]([cH:21][c:22]1[O:23][CH3:24])[CH2:15][CH2:16][N:17]([CH3:20])[CH2:18][CH2:19]2.[NH2:32][CH:33]([C:34]([OH:35])=[O:36])[CH2:37][CH2:38][S:39][CH3:40]>>[CH3:9][O:10][c:11]1[c:12]([S:25][c:26]2[cH:27][cH:28][cH:29][cH:30][cH:31]2)[c:13]2[c:14]([cH:21][c:22]1[OH:23])[CH2:15][CH2:16][N:17]([CH3:20])[CH2:18][CH2:19]2.